From a dataset of the Open Reaction Database (ORD), a public repository of structured organic reaction records. describe an organic reaction: reactants, conditions, products, and yield Starting materials: C1(CCCC1)CC(C1=C(C=CC=C1)N1CCCCC1)N (α-cyclopentylmethyl-2-piperidino-benzylamine), C(C)OC=1C=C(C=CC1C(=O)OCC)CC(=O)O (3-ethoxy-4-ethoxycarbonyl-phenyl-acetic acid). Product: C(C)OC1=C(C(=O)OCC)C=CC(=C1)CC(=O)NC(C1=C(C=CC=C1)N1CCCCC1)CC1CCCC1 (Ethyl 2-ethoxy-4-[N-(α-cyclopentylmethyl-2-piperidino-benzyl)-aminocarbonylmethyl]-benzoate). As a reaction SMILES: [CH:1]1([CH2:6][CH:7]([NH2:20])[C:8]2[CH:13]=[CH:12][CH:11]=[CH:10][C:9]=2[N:14]2[CH2:19][CH2:18][CH2:17][CH2:16][CH2:15]2)[CH2:5][CH2:4][CH2:3][CH2:2]1.[CH2:21]([O:23][C:24]1[CH:25]=[C:26]([CH2:35][C:36](O)=[O:37])[CH:27]=[CH:28][C:29]=1[C:30]([O:32][CH2:33][CH3:34])=[O:31])[CH3:22]>>[CH2:21]([O:23][C:24]1[CH:25]=[C:26]([CH2:35][C:36]([NH:20][CH:7]([CH2:6][CH:1]2[CH2:5][CH2:4][CH2:3][CH2:2]2)[C:8]2[CH:13]=[CH:12][CH:11]=[CH:10][C:9]=2[N:14]2[CH2:19][CH2:18][CH2:17][CH2:16][CH2:15]2)=[O:37])[CH:27]=[CH:28][C:29]=1[C:30]([O:32][CH2:33][CH3:34])=[O:31])[CH3:22]. Procedure: Prepared analogously to Example 19 from α-cyclopentylmethyl-2-piperidino-benzylamine and 3-ethoxy-4-ethoxycarbonyl-phenyl-acetic acid. Reactants: [H][H] (hydrogen), C(C)#N (acetonitrile), C1OC=2C=C(C=CC(=O)O)C=CC2O1 (3,4-methylenedioxy cinnamic acid), P(=O)([O-])([O-])[O-].P(=O)(O)(O)[O-].[K+] (phosphate potassium dihydrogenphosphate). The reagents and catalysts are [Pd] (Pd/C). Run in C(C)O (ethanol). Conditions: temperature 25 celsius, time 6 hour. Yields the product C(C)OC(CCC1=CC2=C(C=C1)OCO2)=O (3-(3,4-methylenedioxyphenyl)-propionic ethyl ester). RXN SMILES: [CH2:1]1[O:14][C:13]2[CH:12]=[CH:11][C:5]([CH:6]=[CH:7][C:8]([OH:10])=[O:9])=[CH:4][C:3]=2[O:2]1.[H][H].P([O-])([O-])([O-])=O.P([O-])(O)(O)=O.[K+].[C:28](#N)[CH3:29]>C(O)C.[Pd]>[CH2:28]([O:9][C:8](=[O:10])[CH2:7][CH2:6][C:5]1[CH:11]=[CH:12][C:13]2[O:14][CH2:1][O:2][C:3]=2[CH:4]=1)[CH3:29] |f:2.3.4|. Procedure details: First, 50 g of 3,4-methylenedioxy cinnamic acid was dissolved in 500 ml of ethanol. To the mixture, 5 g of 5% Pd/C catalyst was added. The reaction system was replaced with hydrogen gas and stirred at 25° C. for 6 hours. After completion of the reaction, the Pd/C catalyst was removed by filtration. The resultant ethanol solution was cooled to 5° C. and 37.1 g of thionyl chloride was added dropwise for one hour. After completion of the dropwise addition, the ethanol solution was stirred for a fur... Reaction SMILES: [CH3:43][OH:44].[Cl:45][CH2:46][Cl:47].[NH2:1][CH2:2][CH:3]1[O:4][CH2:5][CH2:6][N:7]([CH2:9][CH2:10][n:11]2[c:12](=[O:23])[cH:13][cH:14][c:15]3[n:16][cH:17][c:18]([O:21][CH3:22])[cH:19][c:20]23)[CH2:8]1.[Na+:36].[Na+:37].[O-:38][S:39](=[O:40])(=[O:41])[O-:42].[O:24]1[CH2:25][CH2:26][O:27][c:28]2[cH:29][n:30][c:31]([CH:34]=[O:35])[cH:32][c:33]21>>[NH:1]([CH2:2][CH:3]1[O:4][CH2:5][CH2:6][N:7]([CH2:9][CH2:10][n:11]2[c:12](=[O:23])[cH:13][cH:14][c:15]3[n:16][cH:17][c:18]([O:21][CH3:22])[cH:19][c:20]23)[CH2:8]1)[CH2:34][c:31]1[n:30][cH:29][c:28]2[c:33]([cH:32]1)[O:24][CH2:25][CH2:26][O:27]2. Yields the product COc1cnc2ccc(=O)n(CCN3CCOC(CNCc4cc5c(cn4)OCCO5)C3)c2c1. Starting materials: CO, ClCCl, COc1cnc2ccc(=O)n(CCN3CCOC(CN)C3)c2c1, [Na+], [Na+], O=S(=O)([O-])[O-], O=Cc1cc2c(cn1)OCCO2. Reactants: Cc1nc[nH]c1C, CS(=O)(=O)Nn1c(=O)[nH]c2cc([N+](=O)[O-])c(F)cc2c1=O. The product is Cc1ncn(-c2cc3c(=O)n(NS(C)(=O)=O)c(=O)[nH]c3cc2[N+](=O)[O-])c1C. Reaction SMILES: [CH3:22][c:23]1[n:24][cH:25][nH:26][c:27]1[CH3:28].[F:1][c:2]1[cH:3][c:4]2[c:5](=[O:21])[n:6]([NH:16][S:17](=[O:18])(=[O:19])[CH3:20])[c:7](=[O:15])[nH:8][c:9]2[cH:10][c:11]1[N+:12](=[O:13])[O-:14]>>[c:2]1(-[n:26]2[cH:25][n:24][c:23]([CH3:22])[c:27]2[CH3:28])[cH:3][c:4]2[c:5](=[O:21])[n:6]([NH:16][S:17](=[O:18])(=[O:19])[CH3:20])[c:7](=[O:15])[nH:8][c:9]2[cH:10][c:11]1[N+:12](=[O:13])[O-:14]. The reactants are [Si](C)(C)(C(C)(C)C)OC=1C=C(C=CC1)C1=C(C=CC=C1)[N+](=O)[O-] (2-(3-tert-Butyldimethylsilyloxyphenyl)nitrobenzene). Solvent: CCO (EtOH). Run at time 2.5 hour. Product: [Si](C)(C)(C(C)(C)C)OC=1C=C(C=CC1)C1=C(N)C=CC=C1 (2-(3-tert-Butyldimethylsilyloxyphenyl)aniline). Reaction SMILES: [Si:1]([O:8][C:9]1[CH:10]=[C:11]([C:15]2[CH:20]=[CH:19][CH:18]=[CH:17][C:16]=2[N+:21]([O-])=O)[CH:12]=[CH:13][CH:14]=1)([C:4]([CH3:7])([CH3:6])[CH3:5])([CH3:3])[CH3:2]>CCO>[Si:1]([O:8][C:9]1[CH:10]=[C:11]([C:15]2[CH:20]=[CH:19][CH:18]=[CH:17][C:16]=2[NH2:21])[CH:12]=[CH:13][CH:14]=1)([C:4]([CH3:7])([CH3:6])[CH3:5])([CH3:3])[CH3:2]. Procedure: 2-(3-tert-Butyldimethylsilyloxyphenyl)nitrobenzene from Step C, (11.94 g, 36.24 mmol) was dissolved in EtOH (250 mL) and EtOAc (250 mL), degassed with argon and Pd/C (1.19 g, 10 wt %) was added. The vessel was subjected to H2 (1 atm) while vigorously stirring for 2.5 hour. The reaction was filtered through a celite pad and concentrated in vacuo, to yield the above-titled compound. Starting materials: NC1=CC=CC=C1 (aniline), NC(=O)N (urea), C12CN(CC(CC1)O2)C2=C1C(=NC(=N2)C2=CC=C(C=C2)NC(=O)NCC)N(N=C1)C1CCN(CC1)C(=O)OCC (ethyl 4-(4-(8-oxa-3-azabicyclo[3.2.1]octan-3-yl)-6-(4-(3-ethylureido)phenyl)-1H-pyrazolo[3,4-d]pyrimidin-1-yl)piperidine-1-carboxylate), CN(CCOC1=CC=C(N)C=C1)C (4-(2-(dimethylamino)ethoxy)aniline). Product: C12COCC(CC1)N2C2=C1C(=NC(=N2)C2=CC=C(C=C2)NC(=O)NC2=CC=C(C=C2)OCCN(C)C)N(N=C1)CC (1-(4-(4-(3-oxa-8-azabicyclo[3.2.1]octan-8-yl)-1-ethyl-1H-pyrazolo[3,4-d]pyrimidin-6-yl)phenyl)-3-(4-(2-(dimethylamino)ethoxy)phenyl)urea). RXN SMILES: NC(N)=O.[CH:5]12[O:12][CH:9](CC1)[CH2:8][N:7]([C:13]1[N:18]=[C:17]([C:19]3[CH:24]=[CH:23][C:22]([NH:25][C:26](NCC)=[O:27])=[CH:21][CH:20]=3)[N:16]=[C:15]3[N:31]([CH:34]4CCN(C(OCC)=O)C[CH2:35]4)[N:32]=[CH:33][C:14]=13)[CH2:6]2.[CH3:45][N:46]([CH3:57])[CH2:47][CH2:48][O:49][C:50]1[CH:56]=[CH:55][C:53]([NH2:54])=[CH:52][CH:51]=1.N[C:59]1C=CC=C[CH:60]=1>>[CH:8]12[N:7]([C:13]3[N:18]=[C:17]([C:19]4[CH:20]=[CH:21][C:22]([NH:25][C:26]([NH:54][C:53]5[CH:55]=[CH:56][C:50]([O:49][CH2:48][CH2:47][N:46]([CH3:57])[CH3:45])=[CH:51][CH:52]=5)=[O:27])=[CH:23][CH:24]=4)[N:16]=[C:15]4[N:31]([CH2:34][CH3:35])[N:32]=[CH:33][C:14]=34)[CH:6]([CH2:59][CH2:60]1)[CH2:5][O:12][CH2:9]2. Procedure details: A urea formation procedure similar to that used for the synthesis of ethyl 4-(4-(8-oxa-3-azabicyclo[3.2.1]octan-3-yl)-6-(4-(3-ethylureido)phenyl)-1H-pyrazolo[3,4-d]pyrimidin-1-yl)piperidine-1-carboxylate is used, utilizing 4-(2-(dimethylamino)ethoxy)aniline as the aniline component. (34%, MS=557.5 (M+H)) The reactants are CO, CN(C)C=O, [K+], [OH-], ONCl, O=Cc1cc2c(cn1)[nH]c1ccccc12. Yields the product ON=Cc1cc2c(cn1)[nH]c1ccccc12. RXN SMILES: [CH3:26][OH:27].[CH3:3][N:4]([CH3:5])[CH:6]=[O:7].[K+:2].[OH-:1].[OH:23][NH:24][Cl:25].[cH:8]1[n:9][c:10]([CH:21]=[O:22])[cH:11][c:12]2[c:13]3[cH:14][cH:15][cH:16][cH:17][c:18]3[nH:19][c:20]12>>[cH:8]1[n:9][c:10]([CH:21]=[N:24][OH:23])[cH:11][c:12]2[c:13]3[cH:14][cH:15][cH:16][cH:17][c:18]3[nH:19][c:20]12. Starting materials: ClCCl, COc1ccc2c(c1)N1CCOCC1CN=C2c1ccco1, [Na+], [OH-], O=C(OO)c1cccc(Cl)c1. Product: COc1ccc2c(c1)N1CCOCC1C[N+]([O-])=C2c1ccco1. As a reaction SMILES: [CH2:36]([Cl:37])[Cl:38].[CH3:1][O:2][c:3]1[cH:4][c:5]2[c:6]([cH:21][cH:22]1)[C:7]([c:16]1[o:17][cH:18][cH:19][cH:20]1)=[N:8][CH2:9][CH:10]1[N:11]2[CH2:12][CH2:13][O:14][CH2:15]1.[Na+:35].[OH-:34].[OH:23][O:24][C:25]([c:26]1[cH:27][c:28]([Cl:29])[cH:30][cH:31][cH:32]1)=[O:33]>>[CH3:1][O:2][c:3]1[cH:4][c:5]2[c:6]([cH:21][cH:22]1)[C:7]([c:16]1[o:17][cH:18][cH:19][cH:20]1)=[N+:8]([O-:23])[CH2:9][CH:10]1[N:11]2[CH2:12][CH2:13][O:14][CH2:15]1. Starting materials: O=C(n1ccnc1)n1ccnc1, COCCS(N)(=O)=O, Cc1ccc(F)cc1C1NC(=O)CC(c2cc(Cl)ccc2OC(C)(C)C(=O)O)C12C(=O)Nc1cc(Cl)ccc12, Cl, [H-], [Na+], CN(C)C=O, O. The product is COCCS(=O)(=O)NC(=O)C(C)(C)Oc1ccc(Cl)cc1C1CC(=O)NC(c2cc(F)ccc2C)C12C(=O)Nc1cc(Cl)ccc12. As a reaction SMILES: [C:40]([n:41]1[cH:42][cH:43][n:44][cH:45]1)([n:46]1[cH:47][cH:48][n:49][cH:50]1)=[O:51].[CH3:52][O:53][CH2:54][CH2:55][S:56](=[O:57])(=[O:58])[NH2:59].[Cl:1][c:2]1[cH:3][cH:4][c:5]2[c:9]([cH:10]1)[NH:8][C:7](=[O:11])[C:6]21[CH:12]([c:32]2[c:33]([CH3:39])[cH:34][cH:35][c:36]([F:38])[cH:37]2)[NH:13][C:14](=[O:31])[CH2:15][CH:16]1[c:17]1[c:18]([O:24][C:25]([CH3:26])([CH3:27])[C:28](=[O:29])[OH:30])[cH:19][cH:20][c:21]([Cl:23])[cH:22]1.[ClH:62].[H-:61].[Na+:60].[O:63]=[CH:64][N:65]([CH3:66])[CH3:67].[OH2:68]>>[Cl:1][c:2]1[cH:3][cH:4][c:5]2[c:9]([cH:10]1)[NH:8][C:7](=[O:11])[C:6]21[CH:12]([c:32]2[c:33]([CH3:39])[cH:34][cH:35][c:36]([F:38])[cH:37]2)[NH:13][C:14](=[O:31])[CH2:15][CH:16]1[c:17]1[c:18]([O:24][C:25]([CH3:26])([CH3:27])[C:28](=[O:29])[NH:59][S:56]([CH2:55][CH2:54][O:53][CH3:52])(=[O:57])=[O:58])[cH:19][cH:20][c:21]([Cl:23])[cH:22]1.